From a dataset of the Open Reaction Database (ORD), a public repository of structured organic reaction records. describe an organic reaction: reactants, conditions, products, and yield Starting materials: COC(CC1CN(CCN1)C(=O)OC(C)(C)C)=O (tert-Butyl 3-(2-methoxy-2-oxoethyl)piperazine-1-carboxylate), [H-].[H-].[H-].[H-].[Li+].[Al+3] (LAH). The solvent is C1CCOC1 (THF). Reaction conditions: time 30 minute. Product: OCCC1CN(CCN1)C(=O)OC(C)(C)C (tert-butyl 3-(2-hydroxyethyl)piperazine-1-carboxylate). As a reaction SMILES: C[O:2][C:3](=O)[CH2:4][CH:5]1[NH:10][CH2:9][CH2:8][N:7]([C:11]([O:13][C:14]([CH3:17])([CH3:16])[CH3:15])=[O:12])[CH2:6]1.[H-].[H-].[H-].[H-].[Li+].[Al+3]>C1COCC1>[OH:2][CH2:3][CH2:4][CH:5]1[NH:10][CH2:9][CH2:8][N:7]([C:11]([O:13][C:14]([CH3:17])([CH3:16])[CH3:15])=[O:12])[CH2:6]1 |f:1.2.3.4.5.6|. Procedure: tert-Butyl 3-(2-methoxy-2-oxoethyl)piperazine-1-carboxylate (7.28 g, 28.2 mmol) was dissolved in THF (100 mL) at 0° C. then added LAH (21.14 mL, 21.14 mmol). The reaction was monitored by TLC. After 30 mins, the reaction was first quenched with 0.8 mL water, then added 1.6 mL 2N NaOH followed by 4 mL water. The above slurry was diluted with ethyl acetate and MgSO4 was added. The mixture was stirred at RT for ½ h, then filtered and concentrated to yield the title compound: LC-MS (IE, m/z): 231 [M... Starting materials: CS(=O)(=O)C1=CC=C(OC2=CC=C(C=C2)CC(=O)OC)C=C1 (methyl α-[p-(p-methylsulfonylphenoxy)phenyl]acetate), BrN1C(CCC1=O)=O (N-bromosuccinimide), BrBr (bromine). The reagents and catalysts are C(Cl)(Cl)(Cl)Cl (carbon tetrachloride). The solvent is C(Cl)(Cl)(Cl)Cl (carbon tetrachloride). Yields the product BrC(C(=O)OC)C1=CC=C(C=C1)OC1=CC=C(C=C1)S(=O)(=O)C (Methyl α-bromo-α-[p-(p-methylsulfonylphenoxy)phenyl]acetate). RXN SMILES: [CH3:1][S:2]([C:5]1[CH:22]=[CH:21][C:8]([O:9][C:10]2[CH:15]=[CH:14][C:13]([CH2:16][C:17]([O:19][CH3:20])=[O:18])=[CH:12][CH:11]=2)=[CH:7][CH:6]=1)(=[O:4])=[O:3].[Br:23]N1C(=O)CCC1=O.BrBr>C(Cl)(Cl)(Cl)Cl>[Br:23][CH:16]([C:13]1[CH:14]=[CH:15][C:10]([O:9][C:8]2[CH:7]=[CH:6][C:5]([S:2]([CH3:1])(=[O:3])=[O:4])=[CH:22][CH:21]=2)=[CH:11][CH:12]=1)[C:17]([O:19][CH3:20])=[O:18]. Procedure: To a mixture of 0.80 g of methyl α-[p-(p-methylsulfonylphenoxy)phenyl]acetate and 0.49 g of N-bromosuccinimide in 12.5 ml of carbon tetrachloride is added several drops of carbon tetrachloride containing bromine. The mixture is stirred and refluxed for 3 days and the solvent removed under vacuum. The residue is dissolved in dichloromethane and filtered through a one inch by five inch column of silica gel. Evaporation of the filtrate gives the product as an oil.